From a dataset of the Open Reaction Database (ORD), a public repository of structured organic reaction records. describe an organic reaction: reactants, conditions, products, and yield Reactants: ClCCNC(=O)N(C1[C@H](O)[C@@H](O)[C@@H](O)[C@H](O1)CO)CC1CCCCC1 (1-(2-chloroethyl)-3-cyclohexylmethyl-3-(D-galactopyranosyl)urea), [N+](=O)([N+](=O)[O-])[O-] (nitrogen tetroxide). Yields the product ClCCN(C(=O)N(C1[C@H](O)[C@@H](O)[C@@H](O)[C@H](O1)CO)CC1CCCCC1)N=O (1-(2-chloroethyl)-1-nitroso-3-cyclohexylmethyl-3-(D-galactopyranosyl)urea). The yield is 68.5%. RXN SMILES: [Cl:1][CH2:2][CH2:3][NH:4][C:5]([N:7]([CH2:19][CH:20]1[CH2:25][CH2:24][CH2:23][CH2:22][CH2:21]1)[CH:8]1[O:16][C@H:15]([CH2:17][OH:18])[C@H:13]([OH:14])[C@H:11]([OH:12])[C@H:9]1[OH:10])=[O:6].[N+:26]([O-])([N+]([O-])=O)=[O:27]>>[Cl:1][CH2:2][CH2:3][N:4]([N:26]=[O:27])[C:5]([N:7]([CH2:19][CH:20]1[CH2:21][CH2:22][CH2:23][CH2:24][CH2:25]1)[CH:8]1[O:16][C@H:15]([CH2:17][OH:18])[C@H:13]([OH:14])[C@H:11]([OH:12])[C@H:9]1[OH:10])=[O:6]. Procedure details: 3.8 g of 1-(2-chloroethyl)-3-cyclohexylmethyl-3-(D-galactopyranosyl)urea and 5 g of nitrogen tetroxide gas are treated in the same manner as described in Example 23-(2). 2.8 g of 1-(2-chloroethyl)-1-nitroso-3-cyclohexylmethyl-3-(D-galactopyranosyl)urea are thereby obtained as pale yellow poder. Reactants: [Al+3], C1CCOC1, [H-], [H-], [H-], [H-], [Li+], CCOC(=O)c1cn2c(n1)sc1ccccc12. Yields the product OCc1cn2c(n1)sc1ccccc12. RXN SMILES: [Al+3:2].[CH2:24]1[O:25][CH2:26][CH2:27][CH2:28]1.[H-:1].[H-:4].[H-:5].[H-:6].[Li+:3].[n:7]1[c:8]([C:19](=[O:20])[O:21][CH2:22][CH3:23])[cH:9][n:10]2[c:11]1[s:12][c:13]1[c:14]2[cH:15][cH:16][cH:17][cH:18]1>>[n:7]1[c:8]([CH2:19][OH:20])[cH:9][n:10]2[c:11]1[s:12][c:13]1[c:14]2[cH:15][cH:16][cH:17][cH:18]1. The reactants are NC1=C(C(=O)OCC)C=CC(=N1)NC(C(C)(C)C)=O (ethyl 2-amino-6-[(2,2-dimethylpropanoyl)amino]nicotinate), ClCl (chlorine). Solvent: C(C)(=O)O (acetic acid), C(C)(=O)O (acetic acid). Run at time 15 minute. The product is NC1=C(C(=O)OCC)C=C(C(=N1)NC(C(C)(C)C)=O)Cl (Ethyl 2-amino-5-chloro-6-[(2,2-dimethylpropanoyl)amino]nicotinate). Yield: 76.0%. RXN SMILES: [NH2:1][C:2]1[N:12]=[C:11]([NH:13][C:14](=[O:19])[C:15]([CH3:18])([CH3:17])[CH3:16])[CH:10]=[CH:9][C:3]=1[C:4]([O:6][CH2:7][CH3:8])=[O:5].[Cl:20]Cl>C(O)(=O)C>[NH2:1][C:2]1[N:12]=[C:11]([NH:13][C:14](=[O:19])[C:15]([CH3:18])([CH3:17])[CH3:16])[C:10]([Cl:20])=[CH:9][C:3]=1[C:4]([O:6][CH2:7][CH3:8])=[O:5]. Procedure details: To a solution of ethyl 2-amino-6-[(2,2-dimethylpropanoyl)amino]nicotinate (Example 1, METHOD A, Step 1, 805 mg, 3.03 mmol) in acetic acid (15 ml) was added a solution of chlorine in acetic acid (0.89 M, 8.5 mL, 7.6 mmol), and the mixture was stirred at room temperature for 15 min. The solvent was removed in vacuo. The obtained residue was taken up in ethyl acetate (150 mL) and washed with saturated sodium bicarbonate, dried over magnesium sulfate, and evaporated in vacuo. The residue was chromat... The reactants are CC(C)(C)NS(=O)(=O)c1cccc(-c2cc(-c3nc(-c4ccc(F)c(F)c4)cc(C(F)(F)F)n3)ccn2)c1, ClCCl, O=C(O)C(F)(F)F. Yields the product NS(=O)(=O)c1cccc(-c2cc(-c3nc(-c4ccc(F)c(F)c4)cc(C(F)(F)F)n3)ccn2)c1. RXN SMILES: [C:1]([CH3:2])([CH3:3])([CH3:4])[NH:5][S:6](=[O:7])(=[O:8])[c:9]1[cH:10][c:11](-[c:15]2[n:16][cH:17][cH:18][c:19](-[c:21]3[n:22][c:23]([C:35]([F:36])([F:37])[F:38])[cH:24][c:25](-[c:27]4[cH:28][c:29]([F:34])[c:30]([F:33])[cH:31][cH:32]4)[n:26]3)[cH:20]2)[cH:12][cH:13][cH:14]1.[Cl:46][CH2:47][Cl:48].[F:39][C:40]([F:41])([F:42])[C:43]([OH:44])=[O:45]>>[NH2:5][S:6](=[O:7])(=[O:8])[c:9]1[cH:10][c:11](-[c:15]2[n:16][cH:17][cH:18][c:19](-[c:21]3[n:22][c:23]([C:35]([F:36])([F:37])[F:38])[cH:24][c:25](-[c:27]4[cH:28][c:29]([F:34])[c:30]([F:33])[cH:31][cH:32]4)[n:26]3)[cH:20]2)[cH:12][cH:13][cH:14]1. Starting materials: CC(C)N(CCNC(=O)n1ccnc1)C(C)C, NCc1nc(NCC2c3ccccc3-c3ccccc32)c2ncn(C3OC(CO)C(O)C3O)c2n1. Yields the product CC(C)N(CCNC(=O)NCc1nc(NCC2c3ccccc3-c3ccccc32)c2ncn(C3OC(CO)C(O)C3O)c2n1)C(C)C. As a reaction SMILES: [CH:36]([CH3:37])([CH3:38])[N:39]([CH2:40][CH2:41][NH:42][C:43](=[O:44])[n:45]1[cH:46][cH:47][n:48][cH:49]1)[CH:50]([CH3:51])[CH3:52].[NH2:1][CH2:2][c:3]1[n:4][c:5]([NH:21][CH2:22][CH:23]2[c:24]3[cH:25][cH:26][cH:27][cH:28][c:29]3-[c:30]3[cH:31][cH:32][cH:33][cH:34][c:35]32)[c:6]2[n:7][cH:8][n:9]([CH:12]3[O:13][CH:14]([CH2:19][OH:20])[CH:15]([OH:18])[CH:16]3[OH:17])[c:10]2[n:11]1>>[NH:1]([CH2:2][c:3]1[n:4][c:5]([NH:21][CH2:22][CH:23]2[c:24]3[cH:25][cH:26][cH:27][cH:28][c:29]3-[c:30]3[cH:31][cH:32][cH:33][cH:34][c:35]32)[c:6]2[n:7][cH:8][n:9]([CH:12]3[O:13][CH:14]([CH2:19][OH:20])[CH:15]([OH:18])[CH:16]3[OH:17])[c:10]2[n:11]1)[C:43]([NH:42][CH2:41][CH2:40][N:39]([CH:36]([CH3:37])[CH3:38])[CH:50]([CH3:51])[CH3:52])=[O:44]. Reactants: CC(=O)Oc1ccc(OCc2cc(C#N)ccc2C(=O)O)cc1, CCOCC, ClCCl, FB(F)F, O=C(OC(=O)C(F)(F)F)C(F)(F)F, O. Product: CC(=O)Oc1ccc2c(c1)C(=O)c1ccc(C#N)cc1CO2. As a reaction SMILES: [C:23]([CH3:24])(=[O:25])[O:26][c:27]1[cH:28][cH:29][c:30]([O:31][CH2:32][c:33]2[c:34]([C:35](=[O:36])[OH:37])[cH:38][cH:39][c:40]([C:42]#[N:43])[cH:41]2)[cH:44][cH:45]1.[CH2:14]([O:15][CH2:16][CH3:17])[CH3:18].[CH2:47]([Cl:48])[Cl:49].[F:19][B:20]([F:21])[F:22].[F:1][C:2]([F:3])([F:4])[C:5]([O:6][C:7](=[O:8])[C:9]([F:10])([F:11])[F:12])=[O:13].[OH2:46]>>[C:23]([CH3:24])(=[O:25])[O:26][c:27]1[cH:28][cH:29][c:30]2[c:44]([cH:45]1)[C:35](=[O:37])[c:34]1[c:33]([cH:41][c:40]([C:42]#[N:43])[cH:39][cH:38]1)[CH2:32][O:31]2. Starting materials: C, CO, COC(=O)c1cccc([N+](=O)[O-])c1N, [Pd]. Yields the product COC(=O)c1cccc(N)c1N. Reaction SMILES: [C:17].[CH3:15][OH:16].[CH3:1][O:2][C:3]([c:4]1[c:5]([NH2:13])[c:6]([N+:10]([O-:11])=[O:12])[cH:7][cH:8][cH:9]1)=[O:14].[Pd:18]>>[CH3:1][O:2][C:3]([c:4]1[c:5]([NH2:13])[c:6]([NH2:10])[cH:7][cH:8][cH:9]1)=[O:14].